Task: describe an organic reaction: reactants, conditions, products, and yield. Dataset: the Open Reaction Database (ORD), a public repository of structured organic reaction records The reactants are C1(=CC=CC=C1)C (toluene), CS(=O)(=O)O.C#CCN[C@@H]1CCC2=C1C=CC=C2 (rasagiline mesylate), [OH-].[Na+] (NaOH). The solvent is O (water). Yields the product C#CCN[C@@H]1CCC2=C1C=CC=C2 (Rasagiline). As a reaction SMILES: CS(O)(=O)=O.[CH:6]#[C:7][CH2:8][NH:9][C@H:10]1[C:14]2[CH:15]=[CH:16][CH:17]=[CH:18][C:13]=2[CH2:12][CH2:11]1.C1(C)C=CC=CC=1.[OH-].[Na+]>O>[CH:6]#[C:7][CH2:8][NH:9][C@H:10]1[C:14]2[CH:15]=[CH:16][CH:17]=[CH:18][C:13]=2[CH2:12][CH2:11]1 |f:0.1,3.4|. Procedure details: 120 g of rasagiline mesylate (R(+)-N-propargyl-1-aminoindan mesylate) were dissolved in 700 ml of deionized water. 400 ml of toluene were added and the mixture was basified with 25% NaOH solution to a pH of about 14. After stirring, two phases separated. The lower water phase was extracted with 200 ml of toluene. The phases were allowed to separate and the aqueous phase was discarded. Yields the product FC(C(=O)N)(C1=CC=CC=C1)F (2,2-difluoro-2-phenyl-acetamide). The solvent is CO (MeOH). Reactants: C(C)OC(C(C1=CC=CC=C1)(F)F)=O (difluoro-phenyl-acetic acid ethyl ester), N (NH3). Procedure: A solution of the above difluoro-phenyl-acetic acid ethyl ester and NH3 in MeOH (7 M, 10 mL) is heated to 60° C. for 2 h in a pressure tube. The mixture is cooled to room temperature, and concentrated to afford 2,2-difluoro-2-phenyl-acetamide (0.33 g). LCMS: RT=1.7 minutes; MS: 172 (M+H). As a reaction SMILES: C([O:3][C:4](=O)[C:5]([F:13])([F:12])[C:6]1[CH:11]=[CH:10][CH:9]=[CH:8][CH:7]=1)C.[NH3:15]>CO>[F:12][C:5]([F:13])([C:6]1[CH:11]=[CH:10][CH:9]=[CH:8][CH:7]=1)[C:4]([NH2:15])=[O:3]. Reactants: C([O-])([O-])=O.[Cs+].[Cs+] (caesium carbonate), C(C)(C)(C)OC(NCCCCCCCBr)=O (tert-butyl(7-bromoheptyl)carbamate), C(C1=CC=CC=C1)OC1=C(C=C(C=C1)O)[C@H](CCN(C(C)C)C(C)C)C1=CC=CC=C1 (4-(Benzyloxy)-3-[(1R)-3-(diisopropylamino)-1-phenylpropyl]phenol), C([O-])([O-])=O.[Cs+].[Cs+] (caesium carbonate), C(C)(C)(C)OC(NCCCCCCCBr)=O (tert-butyl(7-bromoheptyl)carbamate), O (water), C(C)(C)(C)OC(NCCCCCCCBr)=O (tert-Butyl(7-bromoheptyl)carbamate), C([O-])([O-])=O.[Cs+].[Cs+] (caesium carbonate). The solvent is CN(C=O)C (dimethylformamide), [Cl-].[Na+].O (brine), CN(C=O)C (dimethylformamide). Run at time 30 minute. Yields the product N (ammonia), C(C)(C)(C)OC(=O)N(C(=O)OC(C)(C)C)CCCCCCCOC1=CC(=C(C=C1)OCC1=CC=CC=C1)[C@H](CCN(C(C)C)C(C)C)C1=CC=CC=C1 (Di-tert-butyl(7-{4-(benzyloxy)-3-[(1R)-3-(diisopropylamino)-1-phenylpropyl]phenoxy}heptyl)imidodicarbonate). RXN SMILES: [CH2:1]([O:8][C:9]1[CH:14]=[CH:13][C:12]([OH:15])=[CH:11][C:10]=1[C@@H:16]([C:26]1[CH:31]=[CH:30][CH:29]=[CH:28][CH:27]=1)[CH2:17][CH2:18][N:19]([CH:23]([CH3:25])[CH3:24])[CH:20]([CH3:22])[CH3:21])[C:2]1[CH:7]=[CH:6][CH:5]=[CH:4][CH:3]=1.[C:32](=[O:35])([O-:34])[O-].[Cs+].[Cs+].[C:38]([O:42][C:43](=[O:53])[NH:44][CH2:45][CH2:46][CH2:47][CH2:48][CH2:49][CH2:50][CH2:51]Br)([CH3:41])([CH3:40])[CH3:39].O>CN(C)C=O.[Cl-].[Na+].O>[NH3:19].[C:2]([O:34][C:32]([N:44]([CH2:45][CH2:46][CH2:47][CH2:48][CH2:49][CH2:50][CH2:51][O:15][C:12]1[CH:13]=[CH:14][C:9]([O:8][CH2:1][C:2]2[CH:3]=[CH:4][CH:5]=[CH:6][CH:7]=2)=[C:10]([C@@H:16]([C:26]2[CH:27]=[CH:28][CH:29]=[CH:30][CH:31]=2)[CH2:17][CH2:18][N:19]([CH:20]([CH3:22])[CH3:21])[CH:23]([CH3:24])[CH3:25])[CH:11]=1)[C:43]([O:42][C:38]([CH3:41])([CH3:40])[CH3:39])=[O:53])=[O:35])([CH3:7])([CH3:3])[CH3:1] |f:1.2.3,7.8.9|. Procedure details: 4-(Benzyloxy)-3-[(1R)-3-(diisopropylamino)-1-phenylpropyl]phenol (Preparation 16, 150 mg, 0.36 mmol) was dissolved in dimethylformamide (2 ml), caesium carbonate (140 mg, 0.43 mmol) was added and stirred at room temperature for 30 minutes. tert-Butyl(7-bromoheptyl)carbamate (Prepared according to J. Med. Chem., 1994, 137, p2537-2551; 170 mg, 0.43 mmol), dissolved in dimethylformamide (1 ml), was added and heated to 70oC. After 2.5 hours caesium carbonate (70 mg, 0.22 mmol) was added and after a ... The reactants are BrCCCCCBr, OCCc1ccccn1. Product: BrCCCCCOCCc1ccccn1. As a reaction SMILES: [Br:10][CH2:11][CH2:12][CH2:13][CH2:14][CH2:15][Br:16].[n:1]1[c:2]([CH2:7][CH2:8][OH:9])[cH:3][cH:4][cH:5][cH:6]1>>[n:1]1[c:2]([CH2:7][CH2:8][O:9][CH2:15][CH2:14][CH2:13][CH2:12][CH2:11][Br:10])[cH:3][cH:4][cH:5][cH:6]1. The solvent is C(C)(=O)OCC (ethyl acetate), CN(C=O)C (N,N-dimethylformamide). Reported procedure: 3,4-Dihydro-6-trifluoromethylsulfonyloxy-1(2H) -naphthalenone (1.15 g, 3.91 mmol) was dissolved in 12 ml of N,N-dimethylformamide in an argon atmosphere, and 1.75 g (4.75 mmol) of 3-pyridyltributyltin, 0.50 g (11.7 mmol) of lithium chloride and 0.14 g (0.20 mmol) of bistriphenylphosphinepalladium chloride were added to the solution. The mixture was stirred at 120° C. for 4 hours. The reaction product was cooled to room temperature, and ethyl acetate and a 2M-ammonium fluoride aqueous solution we... Isolated yield 91.6%. The product is N1=CC(=CC=C1)C=1C=C2CCCC(C2=CC1)=O (3,4-Dihydro-6-(3-pyridyl)-1(2H)-naphthalenone). RXN SMILES: FC(F)(F)S(O[C:7]1[CH:8]=[C:9]2[C:14](=[CH:15][CH:16]=1)[C:13](=[O:17])[CH2:12][CH2:11][CH2:10]2)(=O)=O.[N:20]1[CH:25]=[CH:24][CH:23]=[C:22]([Sn](CCCC)(CCCC)CCCC)[CH:21]=1.[Cl-].[Li+].[Cl-].[F-].[NH4+]>CN(C)C=O.C(OCC)(=O)C>[N:20]1[CH:25]=[CH:24][CH:23]=[C:22]([C:7]2[CH:8]=[C:9]3[C:14](=[CH:15][CH:16]=2)[C:13](=[O:17])[CH2:12][CH2:11][CH2:10]3)[CH:21]=1 |f:2.3,5.6|. Starting materials: [F-].[NH4+] (ammonium fluoride), FC(S(=O)(=O)OC=1C=C2CCCC(C2=CC1)=O)(F)F (3,4-Dihydro-6-trifluoromethylsulfonyloxy-1(2H) -naphthalenone), N1=CC(=CC=C1)[Sn](CCCC)(CCCC)CCCC (3-pyridyltributyltin), [Cl-].[Li+] (lithium chloride), [Cl-] (chloride). Reaction conditions: temperature 120 celsius, time 4 hour. The reactants are ClC1=C(C(=CC=C1)Cl)CS(=O)(=O)C1=[N+](C=CC=C1)[O-] (2-(2,6-Dichlorophenyl)methylsulfonyl pyridine 1-oxide), CN(C=O)C (dimethylformamide), [OH-].[Na+] (sodium hydroxide), COS(=O)(=O)OC (dimethylsulfate). The solvent is O (water). Conditions: time 1 hour. The product is ClC1=C(C(=CC=C1)Cl)C(C)S(=O)(=O)C1=[N+](C=CC=C1)[O-] (2-[1-(2,6-Dichlorophenyl)ethylsulfonyl]pyridine-1-oxide). The yield is 74.0%. As a reaction SMILES: [Cl:1][C:2]1[CH:7]=[CH:6][CH:5]=[C:4]([Cl:8])[C:3]=1[CH2:9][S:10]([C:13]1[CH:18]=[CH:17][CH:16]=[CH:15][N+:14]=1[O-:19])(=[O:12])=[O:11].[CH3:20]N(C)C=O.[OH-].[Na+].COS(OC)(=O)=O>O>[Cl:8][C:4]1[CH:5]=[CH:6][CH:7]=[C:2]([Cl:1])[C:3]=1[CH:9]([S:10]([C:13]1[CH:18]=[CH:17][CH:16]=[CH:15][N+:14]=1[O-:19])(=[O:12])=[O:11])[CH3:20] |f:2.3|. Reported procedure: 2-(2,6-Dichlorophenyl)methylsulfonyl pyridine 1-oxide* (1.75 g, 5.5 mmol) was added in one portion to a stirring solution of 20 mls of dimethylformamide containing 0.24 g of sodium hydroxide and 0.77 g of dimethylsulfate (6.1 mmol). The mixture was allowed to stir at room temperature for 1 h, then poured into 300 ml of rapidly stirring water whereupon a precipitate formed. The precipitate was filtered off, washed with water, and air dried to afford 1.38 g product, m.p. 179°-183° (74% yield). Reactants: sodium 1,1,1,3,3,3-hexamethyldisilazanate, C[C@@H]1N(C(O[C@H]1C1=CC=CC=C1)=O)C(CC1=C(C=CC=C1)OC)=O ((4S,5S)-4-methyl-5-phenyl-3-[(2-methoxyphenyl)acetyl]oxazolidin-2-one), CI (methyl iodide). Solvent: C(C)(=O)OCC (ethyl acetate), O1CCCC1 (tetrahydrofuran). Reaction conditions: time 45 minute. Yields the product C[C@@H]1N(C(O[C@H]1C1=CC=CC=C1)=O)C([C@@H](C)C1=C(C=CC=C1)OC)=O ((4S,5S)-4-methyl-5-phenyl-3-[(S)-2-(2-methoxyphenyl)propionyl]oxazolidin-2-one). RXN SMILES: [CH3:1][C@H:2]1[C@H:6]([C:7]2[CH:12]=[CH:11][CH:10]=[CH:9][CH:8]=2)[O:5][C:4](=[O:13])[N:3]1[C:14](=[O:24])[CH2:15][C:16]1[CH:21]=[CH:20][CH:19]=[CH:18][C:17]=1[O:22][CH3:23].[CH3:25]I>O1CCCC1.C(OCC)(=O)C>[CH3:1][C@H:2]1[C@H:6]([C:7]2[CH:8]=[CH:9][CH:10]=[CH:11][CH:12]=2)[O:5][C:4](=[O:13])[N:3]1[C:14](=[O:24])[C@H:15]([C:16]1[CH:21]=[CH:20][CH:19]=[CH:18][C:17]=1[O:22][CH3:23])[CH3:25]. Procedure: 19.1 g of sodium 1,1,1,3,3,3-hexamethyldisilazanate are added to a solution, cooled to -50° C., of 10 g of (4S,5S)-4-methyl-5-phenyl-3-[(2-methoxyphenyl)acetyl]oxazolidin-2-one in 150 cm3 of tetrahydrofuran, the mixture is stirred at this temperature for 45 minutes and 7.72 cm3 of methyl iodide are then added. The reaction mixture is then stirred at room temperature for 15 hours, subsequently diluted with ethyl acetate, washed with 50 cm2 of water and then with 50 cm3 of an aqueous saturated sol... Reactants: CCN=C=NCCCN(C)C, COC(=O)C(C)(C)N, CCN(C(C)C)C(C)C, Cl, Cl, CN(C)C=O, On1nnc2ccccc21, O=C(O)c1ccc2ccccc2c1NCCCc1ccccc1. Product: COC(=O)C(C)(C)NC(=O)c1ccc2ccccc2c1NCCCc1ccccc1. As a reaction SMILES: [CH2:35]([N:36]=[C:37]=[N:38][CH2:39][CH2:40][CH2:41][N:42]([CH3:43])[CH3:44])[CH3:45].[CH3:56][O:57][C:58]([C:59]([CH3:60])([CH3:61])[NH2:62])=[O:63].[CH:46]([N:47]([CH2:48][CH3:49])[CH:50]([CH3:51])[CH3:52])([CH3:53])[CH3:54].[ClH:34].[ClH:55].[O:64]=[CH:65][N:66]([CH3:67])[CH3:68].[OH:24][n:25]1[c:26]2[cH:27][cH:28][cH:29][cH:30][c:31]2[n:32][n:33]1.[c:1]1([CH2:7][CH2:8][CH2:9][NH:10][c:11]2[c:12]([C:21](=[O:22])[OH:23])[cH:13][cH:14][c:15]3[cH:16][cH:17][cH:18][cH:19][c:20]23)[cH:2][cH:3][cH:4][cH:5][cH:6]1>>[c:1]1([CH2:7][CH2:8][CH2:9][NH:10][c:11]2[c:12]([C:21](=[O:22])[NH:62][C:59]([C:58]([O:57][CH3:56])=[O:63])([CH3:60])[CH3:61])[cH:13][cH:14][c:15]3[cH:16][cH:17][cH:18][cH:19][c:20]23)[cH:2][cH:3][cH:4][cH:5][cH:6]1.